Dataset: the Open Reaction Database (ORD), a public repository of structured organic reaction records. Task: describe an organic reaction: reactants, conditions, products, and yield Starting materials: CC(C)([O-])C.[K+] (potassium tert-butoxide), BrC=1C=C2C(CC3(CCC3)OC2=CC1)=O (6-bromospiro[chromene-2,1′-cyclobutan]-4(3H)-one), N1(N=NC2=C1C=CC=C2)CO (1H-benzotriazole-1-methanol). Solvent: C1CCOC1 (THF), C1CCOC1 (THF), CCOC(=O)C (EtOAc). Reaction conditions: time 0.5 hour. Yields the product BrC=1C=C2C(C(C3(CCC3)OC2=CC1)(CO)CO)=O (6-bromo-3,3-bis(hydroxymethyl)spiro[chromene-2,1′-cyclobutan]-4(3H)-one). Yield: 104.8%. Reaction SMILES: C[C:2](C)([O-:4])C.[K+].[Br:7][C:8]1[CH:9]=[C:10]2[C:18](=[CH:19][CH:20]=1)[O:17][C:13]1([CH2:16][CH2:15][CH2:14]1)[CH2:12][C:11]2=[O:21].N1([CH2:31][OH:32])C2C=CC=CC=2N=N1>C1COCC1.CCOC(C)=O>[Br:7][C:8]1[CH:9]=[C:10]2[C:18](=[CH:19][CH:20]=1)[O:17][C:13]1([CH2:14][CH2:15][CH2:16]1)[C:12]([CH2:2][OH:4])([CH2:31][OH:32])[C:11]2=[O:21] |f:0.1|. Reported procedure: A solution of potassium tert-butoxide (441 mg, 3.93 mmol) in THF (5 mL) was added to a suspension of 6-bromospiro[chromene-2,1′-cyclobutan]-4(3H)-one (500 mg, 1.87 mmol) and 1H-benzotriazole-1-methanol (586 mg, 3.93 mmol) in THF (5 mL) over 10 minutes in a dry ice-acetone bath under an argon atmosphere. The mixture was stirred for 0.5 hours in an ice bath, and then diluted with EtOAc (10 mL). After stirring for 0.5 hours, the mixture was filtered off. The filtrate was washed with 0.2 M aqueous N... Reaction SMILES: [C:48]([CH3:49])(=[O:50])[O:51][c:52]1[cH:53][cH:54][c:55]([CH:56]=[CH2:57])[cH:58][cH:59]1.[CH3:31][O:32][CH2:33][O:34][c:35]1[cH:36][c:37]([C:38]([Cl:39])=[O:40])[cH:41][c:42]([O:44][CH2:45][O:46][CH3:47])[cH:43]1.[CH3:60][N:61]1[CH2:62][CH2:63][O:64][CH2:65][CH2:66]1.[CH3:67][CH2:68][O:69][C:70]([CH3:71])=[O:72].[CH3:73][c:74]1[cH:75][cH:76][c:77]([CH3:78])[cH:79][cH:80]1.[CH:2]([c:3]1[cH:4][cH:5][cH:6][c:7]([CH:8]([CH3:9])[CH3:10])[c:11]1[NH+:12]1[CH2:13][CH2:14][N:15]([c:16]2[c:17]([CH:18]([CH3:19])[CH3:20])[cH:21][cH:22][cH:23][c:24]2[CH:25]([CH3:26])[CH3:27])[CH2:28]1)([CH3:29])[CH3:30].[Cl-:1]>>[CH3:31][O:32][CH2:33][O:34][c:35]1[cH:36][c:37]([CH:38]=[CH:56][c:55]2[cH:54][cH:53][c:52]([O:51][C:48]([CH3:49])=[O:50])[cH:59][cH:58]2)[cH:41][c:42]([O:44][CH2:45][O:46][CH3:47])[cH:43]1. Product: COCOc1cc(C=Cc2ccc(OC(C)=O)cc2)cc(OCOC)c1. Starting materials: C=Cc1ccc(OC(C)=O)cc1, COCOc1cc(OCOC)cc(C(=O)Cl)c1, CN1CCOCC1, CCOC(C)=O, Cc1ccc(C)cc1, CC(C)c1cccc(C(C)C)c1N1CC[NH+](c2c(C(C)C)cccc2C(C)C)C1, [Cl-].